From a dataset of the Open Reaction Database (ORD), a public repository of structured organic reaction records. describe an organic reaction: reactants, conditions, products, and yield Reactants: C1CCOC1, CC#N, CCOC(=O)C(C)(F)F, [H-], [Na+]. Yields the product CC(F)(F)C(=O)CC#N. Reaction SMILES: [CH2:15]1[O:16][CH2:17][CH2:18][CH2:19]1.[CH3:12][C:13]#[N:14].[F:3][C:4]([C:5]([O:7][CH2:6][CH3:8])=[O:9])([CH3:10])[F:11].[H-:1].[Na+:2]>>[F:3][C:4]([C:5](=[O:7])[CH2:12][C:13]#[N:14])([CH3:10])[F:11]. Starting materials: C[Sn](N1N=NN=C1C1=C(C=CC=C1)C1=CC=C(C=C1)C)(C)C (N-Trimethylstannyl-5-(4'-methylbiphenyl-2-yl)tetrazole), C1(=CC=CC=C1)C(C1=CC=CC=C1)(C1=CC=CC=C1)Cl (triphenylmethyl chloride). The solvent is N1=CC=CC=C1 (pyridine). Reaction conditions: time 48 hour. Product: C1(=CC=CC=C1)C(N1N=NN=C1C1=C(C=CC=C1)C1=CC=C(C=C1)C)(C1=CC=CC=C1)C1=CC=CC=C1 (N-Triphenylmethyl-5-(4'-methylbiphenyl-2-yl)tetrazole). RXN SMILES: C[Sn](C)(C)[N:3]1[C:7]([C:8]2[CH:13]=[CH:12][CH:11]=[CH:10][C:9]=2[C:14]2[CH:19]=[CH:18][C:17]([CH3:20])=[CH:16][CH:15]=2)=[N:6][N:5]=[N:4]1.[C:23]1([C:29](Cl)([C:36]2[CH:41]=[CH:40][CH:39]=[CH:38][CH:37]=2)[C:30]2[CH:35]=[CH:34][CH:33]=[CH:32][CH:31]=2)[CH:28]=[CH:27][CH:26]=[CH:25][CH:24]=1>N1C=CC=CC=1>[C:23]1([C:29]([C:30]2[CH:31]=[CH:32][CH:33]=[CH:34][CH:35]=2)([C:36]2[CH:37]=[CH:38][CH:39]=[CH:40][CH:41]=2)[N:3]2[C:7]([C:8]3[CH:13]=[CH:12][CH:11]=[CH:10][C:9]=3[C:14]3[CH:19]=[CH:18][C:17]([CH3:20])=[CH:16][CH:15]=3)=[N:6][N:5]=[N:4]2)[CH:24]=[CH:25][CH:26]=[CH:27][CH:28]=1. Procedure: A mixture of N-trimethylstannyl 5 (4'-methylbiphenyl-2-yl)tetrazole (Example 10, 0.4 g) and anhydrous pyridine (10 mL) was treated with triphenylmethyl chloride (0.3 g) and stirred at room temperature under a nitrogen atmosphere for 48 hours. The resulting solution was evaporated and the residue was partitioned between dichloromethane and saturated aqueous CuSO4. The organic layer was dried over MgSO4 and evaporated. The residual solid was triturated with diisopropyl ether and collected by filtr... Reactants: [OH-].[Na+] (sodium hydroxide), C(C1=CC=CC=C1)OC=1C(=NC(=CC1)OC)C(=O)OC (Methyl 3-benzyloxy-6-methoxy-picolinate), Cl (hydrochloric acid). Solvent: CO (methanol). Conditions: time 3 hour. Product: C(C1=CC=CC=C1)OC=1C(=NC(=CC1)OC)C(=O)O (3-Benzyloxy-6-methoxy-picolinic acid). Isolated yield 63.2%. RXN SMILES: [CH2:1]([O:8][C:9]1[C:10]([C:17]([O:19]C)=[O:18])=[N:11][C:12]([O:15][CH3:16])=[CH:13][CH:14]=1)[C:2]1[CH:7]=[CH:6][CH:5]=[CH:4][CH:3]=1.[OH-].[Na+].Cl>CO>[CH2:1]([O:8][C:9]1[C:10]([C:17]([OH:19])=[O:18])=[N:11][C:12]([O:15][CH3:16])=[CH:13][CH:14]=1)[C:2]1[CH:3]=[CH:4][CH:5]=[CH:6][CH:7]=1 |f:1.2|. Procedure details: Methyl 3-benzyloxy-6-methoxy-picolinate (20 mg) was dissolved in 1 ml of methanol. A 1 N aqueous sodium hydroxide solution (0.33 ml) was added to the solution, and a reaction was allowed to proceed at room temperature for 3 hr. The reaction solution was then adjusted to pH 3 by the addition of 1 N hydrochloric acid. The precipitate was collected by filtration to give 12 mg (yield 63%) of the title compound. The reactants are ClC=1C=CC(=C(CC2CNC(CN(C2=O)C(=O)NC(C(=O)NCC(=O)OC(C)(C)C)CC)=O)C1)OC (tert-butyl {[2-({[6-(5-chloro-2-methoxybenzyl)-3,7-dioxo-1,4-diazepan-1-yl]carbonyl}amino)butanoyl]amino}acetate), Cl.C(C)(C)(C)OC(CN)=O (glycine tert-butyl ester hydrochloride), C(C)(C)(C)OC(=O)C1(CC=C(C=C1)N)N (1-(tert-butoxycarbonyl)-1,4-phenylenediamine). The product is NC1=CC=C(NC(=O)[C@@H](CC)NC(=O)N2CC(NCC(C2=O)CC2=C(C=CC(=C2)Cl)OC)=O)C=C1 (N-{(1R)-1-[(4-aminoanilino)carbonyl]propyl}-6-(5-chloro-2-methoxybenzyl)-3,7-dioxo-1,4-diazepan-1-carboxamide). RXN SMILES: [Cl:1][C:2]1[CH:3]=[CH:4][C:5]([O:35][CH3:36])=[C:6]([CH:34]=1)[CH2:7][CH:8]1[C:14](=[O:15])[N:13]([C:16]([NH:18][CH:19]([CH2:31][CH3:32])[C:20]([NH:22][CH2:23][C:24](OC(C)(C)C)=O)=[O:21])=[O:17])[CH2:12][C:11](=[O:33])[NH:10][CH2:9]1.Cl.C(OC(=O)CN)(C)(C)C.C(OC(C1(N)C=[CH:58][C:57]([NH2:60])=[CH:56][CH2:55]1)=O)(C)(C)C>>[NH2:60][C:57]1[CH:58]=[CH:24][C:23]([NH:22][C:20]([C@H:19]([NH:18][C:16]([N:13]2[C:14](=[O:15])[CH:8]([CH2:7][C:6]3[CH:34]=[C:2]([Cl:1])[CH:3]=[CH:4][C:5]=3[O:35][CH3:36])[CH2:9][NH:10][C:11](=[O:33])[CH2:12]2)=[O:17])[CH2:31][CH3:32])=[O:21])=[CH:55][CH:56]=1 |f:1.2|. Procedure: Instead of the starting material compound of Example 220, that is, the glycine tert-butyl ester hydrochloride, 1-(tert-butoxycarbonyl)-1,4-phenylenediamine was used for the similar procedure as in Example 220 and Example 245 to obtain the title compound. Reactants: Cl, CN1CCC(O)(c2ccccc2CO)C1. Yields the product CN1CCC2(C1)OCc1ccccc12. As a reaction SMILES: [ClH:16].[OH:1][C:2]1([c:8]2[c:9]([CH2:14][OH:15])[cH:10][cH:11][cH:12][cH:13]2)[CH2:3][N:4]([CH3:7])[CH2:5][CH2:6]1>>[C:2]12([CH2:3][N:4]([CH3:7])[CH2:5][CH2:6]1)[c:8]1[c:9]([cH:10][cH:11][cH:12][cH:13]1)[CH2:14][O:15]2. Reactants: [BH4-], CCCCc1nc(C(=O)c2ccccc2)c(C#N)n1Cc1ccc(-c2ccccc2C(=O)OC(C)(C)C)cc1, CCO, CCOC(C)=O, [Cl-], Cl, [Na+], [Na+]. Yields the product CCCCc1nc(C(O)c2ccccc2)c(C#N)n1Cc1ccc(-c2ccccc2C(=O)OC(C)(C)C)cc1. Reaction SMILES: [BH4-:1].[C:3]([c:4]1[cH:5][cH:6][cH:7][cH:8][cH:9]1)(=[O:10])[c:11]1[n:12][c:13]([CH2:38][CH2:39][CH2:40][CH3:41])[n:14]([CH2:18][c:19]2[cH:20][cH:21][c:22](-[c:25]3[c:26]([C:31](=[O:32])[O:33][C:34]([CH3:35])([CH3:36])[CH3:37])[cH:27][cH:28][cH:29][cH:30]3)[cH:23][cH:24]2)[c:15]1[C:16]#[N:17].[CH3:45][CH2:46][OH:47].[CH3:48][CH2:49][O:50][C:51](=[O:52])[CH3:53].[Cl-:44].[ClH:42].[Na+:2].[Na+:43]>>[CH:3]([c:4]1[cH:5][cH:6][cH:7][cH:8][cH:9]1)([OH:10])[c:11]1[n:12][c:13]([CH2:38][CH2:39][CH2:40][CH3:41])[n:14]([CH2:18][c:19]2[cH:20][cH:21][c:22](-[c:25]3[c:26]([C:31](=[O:32])[O:33][C:34]([CH3:35])([CH3:36])[CH3:37])[cH:27][cH:28][cH:29][cH:30]3)[cH:23][cH:24]2)[c:15]1[C:16]#[N:17]. Reactants: CC1=NC=CC(=C1)NC(=O)C1=NC(=CC=C1N)C (3-Amino-6-methyl-pyridine-2-carboxylic acid (2-methyl-pyridin-4-yl)-amide), BrC=1C=NC=CC1 (3-Bromopyridine). The reagents and catalysts are [Pd] (Palladium). The product is CC1=NC=CC(=C1)NC(=O)C1=NC(=CC=C1NC=1C=NC=CC1)C (6-Methyl-3-(pyridin-3-ylamino)-pyridine-2-carboxylic acid (2-methyl-pyridin-4-yl)-amide). As a reaction SMILES: [CH3:1][C:2]1[CH:7]=[C:6]([NH:8][C:9]([C:11]2[C:16]([NH2:17])=[CH:15][CH:14]=[C:13]([CH3:18])[N:12]=2)=[O:10])[CH:5]=[CH:4][N:3]=1.Br[C:20]1[CH:21]=[N:22][CH:23]=[CH:24][CH:25]=1>[Pd]>[CH3:1][C:2]1[CH:7]=[C:6]([NH:8][C:9]([C:11]2[C:16]([NH:17][C:20]3[CH:21]=[N:22][CH:23]=[CH:24][CH:25]=3)=[CH:15][CH:14]=[C:13]([CH3:18])[N:12]=2)=[O:10])[CH:5]=[CH:4][N:3]=1. Reported procedure: The title compound was prepared from 3-tert-Butoxy-carbonylamino-6-methyl-pyridine-2-carboxylic acid methyl ester in accordance with the general method of example 4; step 2 using 2-methyl-4-aminopyridine (CAS: [18437-58-6]) instead of 2-chloro-4-aminopyridine to yield [2-(2-Methyl-pyridin-4-ylcarbamoyl)-6-methyl-pyridin-3-yl]-carbamic acid tert-butyl ester, MS (ISP): m/e=343.1 (M+H+). Boc-deprotection as described in example 4 step 3 yielded 3-Amino-6-methyl-pyridine-2-carboxylic acid (2-methyl-... Reactants: COc1ccc2c(c1)C(=O)CCC2, C[Si](C)(C)C#N, [I-], [I-], O=P(Cl)(Cl)Cl, [Zn+2], c1ccccc1, c1ccncc1. Product: COc1ccc2c(c1)C(C#N)=CCC2. RXN SMILES: [CH3:1][O:2][c:3]1[cH:4][cH:5][c:6]2[c:11]([cH:12]1)[C:10](=[O:13])[CH2:9][CH2:8][CH2:7]2.[CH3:20][Si:21]([CH3:22])([CH3:23])[C:24]#[N:25].[I-:31].[I-:33].[P:26]([Cl:27])([Cl:28])([Cl:29])=[O:30].[Zn+2:32].[cH:14]1[cH:15][cH:16][cH:17][cH:18][cH:19]1.[cH:34]1[cH:35][cH:36][n:37][cH:38][cH:39]1>>[CH3:1][O:2][c:3]1[cH:4][cH:5][c:6]2[c:11]([cH:12]1)[C:10]([C:24]#[N:25])=[CH:9][CH2:8][CH2:7]2. Starting materials: CC1(C)OCC(CONC(=O)c2sc3ccncc3c2Nc2ccc(I)cc2F)O1, CO, Cl. Yields the product O=C(NOCC(O)CO)c1sc2ccncc2c1Nc1ccc(I)cc1F. As a reaction SMILES: [CH3:1][C:2]1([CH3:30])[O:3][CH2:4][CH:5]([CH2:7][O:8][NH:9][C:10](=[O:11])[c:12]2[c:13]([NH:21][c:22]3[c:23]([F:29])[cH:24][c:25]([I:28])[cH:26][cH:27]3)[c:14]3[cH:15][n:16][cH:17][cH:18][c:19]3[s:20]2)[O:6]1.[CH3:32][OH:33].[ClH:31]>>[OH:3][CH2:4][CH:5]([OH:6])[CH2:7][O:8][NH:9][C:10](=[O:11])[c:12]1[c:13]([NH:21][c:22]2[c:23]([F:29])[cH:24][c:25]([I:28])[cH:26][cH:27]2)[c:14]2[cH:15][n:16][cH:17][cH:18][c:19]2[s:20]1.